From a dataset of the Open Reaction Database (ORD), a public repository of structured organic reaction records. describe an organic reaction: reactants, conditions, products, and yield Reactants: CN1CC2=C(C(CC1)O)SC=C2 (5-methyl-5,6,7,8-tetrahydro-4H-thieno[3,2-c]azepin-8-ol), ClC1=CC=C(C2=CC=CC=C12)O (4-chloro-1-naphthol). The product is Cl.ClC1=CC=C(C2=CC=CC=C12)OC1C2=C(CN(CC1)C)C=CS2 (8-(4-Chloronaphthalen-1-yloxy)-5-methyl-5,6,7,8-tetrahydro-4H-thieno[3,2-c]azepine hydrochloride). RXN SMILES: [CH3:1][N:2]1[CH2:8][CH2:7][CH:6]([OH:9])[C:5]2[S:10][CH:11]=[CH:12][C:4]=2[CH2:3]1.[Cl:13][C:14]1[C:23]2[C:18](=[CH:19][CH:20]=[CH:21][CH:22]=2)[C:17](O)=[CH:16][CH:15]=1>>[ClH:13].[Cl:13][C:14]1[C:23]2[C:18](=[CH:19][CH:20]=[CH:21][CH:22]=2)[C:17]([O:9][CH:6]2[CH2:7][CH2:8][N:2]([CH3:1])[CH2:3][C:4]3[CH:12]=[CH:11][S:10][C:5]2=3)=[CH:16][CH:15]=1 |f:2.3|. Procedure: The same method as in Example 47 was conducted using 5-methyl-5,6,7,8-tetrahydro-4H-thieno[3,2-c]azepin-8-ol (Reference Example 25) instead of 6-methyl-4,5,6,7-tetrahydrofuro[2,3-c]pyridin-4-ol (Reference Example 1) and was conducted using 4-chloro-1-naphthol instead of 4-chloro-3-methylphenol to give the objective compound. Starting materials: CNCC(C)(C)Oc1ccc(C(=O)OC)cc1, COc1cc(CC(=O)O)ccc1NC(=O)Nc1ccccc1F, O. Yields the product COC(=O)c1ccc(OC(C)(C)CNCC(=O)Cc2ccc(NC(=O)Nc3ccccc3F)c(OC)c2)cc1. RXN SMILES: [CH3:1][NH:2][CH2:3][C:4]([CH3:5])([O:6][c:7]1[cH:8][cH:9][c:10]([C:11](=[O:12])[O:13][CH3:14])[cH:15][cH:16]1)[CH3:17].[F:18][c:19]1[c:20]([NH:25][C:26]([NH:27][c:28]2[c:29]([O:38][CH3:39])[cH:30][c:31]([CH2:34][C:35](=[O:36])[OH:37])[cH:32][cH:33]2)=[O:40])[cH:21][cH:22][cH:23][cH:24]1.[OH2:41]>>[CH2:1]([NH:2][CH2:3][C:4]([CH3:5])([O:6][c:7]1[cH:8][cH:9][c:10]([C:11](=[O:12])[O:13][CH3:14])[cH:15][cH:16]1)[CH3:17])[C:35]([CH2:34][c:31]1[cH:30][c:29]([O:38][CH3:39])[c:28]([NH:27][C:26]([NH:25][c:20]2[c:19]([F:18])[cH:24][cH:23][cH:22][cH:21]2)=[O:40])[cH:33][cH:32]1)=[O:36]. Starting materials: CC(=O)O[BH-](OC(C)=O)OC(C)=O, COC(=O)c1cn(C(=O)OC(C)(C)C)c2nccc(C=O)c12, ClCCl, NC(C(=O)O)C1CCCC1, [Na+]. The product is COC(=O)c1cn(C(=O)OC(C)(C)C)c2nccc(CNC(C(=O)O)C3CCCC3)c12. Reaction SMILES: [C:1]([O:2][BH-:3]([O:4][C:5](=[O:6])[CH3:7])[O:8][C:9](=[O:10])[CH3:11])(=[O:12])[CH3:13].[CH:25](=[O:26])[c:27]1[c:28]2[c:29]([n:30][cH:31][cH:32]1)[n:33]([C:40](=[O:41])[O:42][C:43]([CH3:44])([CH3:45])[CH3:46])[cH:34][c:35]2[C:36](=[O:37])[O:38][CH3:39].[Cl:47][CH2:48][Cl:49].[NH2:15][CH:16]([C:17](=[O:18])[OH:19])[CH:20]1[CH2:21][CH2:22][CH2:23][CH2:24]1.[Na+:14]>>[NH:15]([CH:16]([C:17](=[O:18])[OH:19])[CH:20]1[CH2:21][CH2:22][CH2:23][CH2:24]1)[CH2:25][c:27]1[c:28]2[c:29]([n:30][cH:31][cH:32]1)[n:33]([C:40](=[O:41])[O:42][C:43]([CH3:44])([CH3:45])[CH3:46])[cH:34][c:35]2[C:36](=[O:37])[O:38][CH3:39].